From a dataset of the Open Reaction Database (ORD), a public repository of structured organic reaction records. describe an organic reaction: reactants, conditions, products, and yield The reactants are COC(C=1C(C(=O)OC)=CC(=C(C1)NC1=CC=CC=C1)N(C1=CC=CC=C1)C)=O (4-(N-methyl-N-phenylamino)-5-anilinophthalic acid dimethyl ester), N (ammonia). The solvent is C(CO)O (ethylene glycol). Yields the product CN(C1=CC=CC=C1)C=1C=C2C(C(=O)NC2=O)=CC1NC1=CC=CC=C1 (4-(N-Methyl-N-phenylamino)-5-anilino-phthalimide). RXN SMILES: CO[C:3](=[O:29])[C:4]1[C:5](=[CH:10][C:11]([N:21]([CH3:28])[C:22]2[CH:27]=[CH:26][CH:25]=[CH:24][CH:23]=2)=[C:12]([NH:14][C:15]2[CH:20]=[CH:19][CH:18]=[CH:17][CH:16]=2)[CH:13]=1)[C:6]([O:8]C)=O.[NH3:30]>C(O)CO>[CH3:28][N:21]([C:11]1[CH:10]=[C:5]2[C:6](=[O:8])[NH:30][C:3](=[O:29])[C:4]2=[CH:13][C:12]=1[NH:14][C:15]1[CH:16]=[CH:17][CH:18]=[CH:19][CH:20]=1)[C:22]1[CH:23]=[CH:24][CH:25]=[CH:26][CH:27]=1. Procedure details: Analogously to Example 1, 160 mg (0.41 mmol) of 4-(N-methyl-N-phenylamino)-5-anilinophthalic acid dimethyl ester in 12 ml of ethylene glycol are heated at 120° and, with stirring, ammonia gas is passed through the mixture for 18 hours. The reaction mixture is cooled and extracted with ethyl acetate. The ethyl acetate phases are washed in succession three times with water and once with saturated sodium chloride solution, dried with sodium sulfate and concentrated by evaporation. The evaporation r... Starting materials: CCOC(C)=O, CO, Cn1ncc2cc(Oc3ccc([N+](=O)[O-])cn3)ccc21, O=[Pt]=O. Product: Cn1ncc2cc(Oc3ccc(N)cn3)ccc21. As a reaction SMILES: [CH3:21][CH2:22][O:23][C:24](=[O:25])[CH3:26].[CH3:27][OH:28].[N+:1]([O-:2])(=[O:3])[c:4]1[cH:5][cH:6][c:7]([O:10][c:11]2[cH:12][c:13]3[cH:14][n:15][n:16]([CH3:20])[c:17]3[cH:18][cH:19]2)[n:8][cH:9]1.[Pt:29](=[O:30])=[O:31]>>[NH2:1][c:4]1[cH:5][cH:6][c:7]([O:10][c:11]2[cH:12][c:13]3[cH:14][n:15][n:16]([CH3:20])[c:17]3[cH:18][cH:19]2)[n:8][cH:9]1. Reactants: C1COCCN1, Nc1c2c(nc3ccccc13)CCCC2, Cc1ccccc1, O=Cc1ccc([N+](=O)[O-])cc1. Product: O=[N+]([O-])c1ccc(C=Nc2c3c(nc4ccccc24)CCCC3)cc1. Reaction SMILES: [CH2:16]1[NH:17][CH2:18][CH2:19][O:20][CH2:21]1.[CH2:1]1[CH2:2][CH2:3][CH2:4][c:5]2[n:6][c:7]3[cH:8][cH:9][cH:10][cH:11][c:12]3[c:13]([NH2:15])[c:14]21.[CH3:33][c:34]1[cH:35][cH:36][cH:37][cH:38][cH:39]1.[N+:22](=[O:23])([O-:24])[c:25]1[cH:26][cH:27][c:28]([CH:29]=[O:30])[cH:31][cH:32]1>>[CH2:1]1[CH2:2][CH2:3][CH2:4][c:5]2[n:6][c:7]3[cH:8][cH:9][cH:10][cH:11][c:12]3[c:13]([N:15]=[CH:29][c:28]3[cH:27][cH:26][c:25]([N+:22](=[O:23])[O-:24])[cH:32][cH:31]3)[c:14]21. As a reaction SMILES: [Br:9][c:10]1[cH:11][c:12]([C:15](=[O:16])[OH:17])[cH:13][o:14]1.[CH3:18][N:19]([CH3:20])[CH:21]=[O:22].[Cl:1][c:2]1[c:3]([SH:8])[cH:4][cH:5][cH:6][cH:7]1>>[Cl:1][c:2]1[c:3]([S:8][c:10]2[cH:11][c:12]([C:15](=[O:16])[OH:17])[cH:13][o:14]2)[cH:4][cH:5][cH:6][cH:7]1. Reactants: O=C(O)c1coc(Br)c1, CN(C)C=O, Sc1ccccc1Cl. The product is O=C(O)c1coc(Sc2ccccc2Cl)c1. Starting materials: O (water), C(C1CO1)OCCC[Si](OCC)(OCC)OCC (glycidoxypropyl triethoxysilane). Run in C(C)(=O)O (acetic acid). Reaction conditions: temperature 90 celsius. The product is C(C1CO1)OCCC[SiH2]O (Glycidoxypropyl Silanol). Reaction SMILES: O.[CH2:2]([O:6][CH2:7][CH2:8][CH2:9][Si:10](OCC)(OCC)[O:11]CC)[CH:3]1[O:5][CH2:4]1>C(O)(=O)C>[CH2:2]([O:6][CH2:7][CH2:8][CH2:9][SiH2:10][OH:11])[CH:3]1[O:5][CH2:4]1. Reported procedure: In a three-necked flask equipped with a stirrer, dropping funnel and reflux condenser, 500 g water were adjusted with dilute acetic acid to a pH value of 4 to 4.5. 15 g glycidoxypropyl triethoxysilane were then added dropwise, the mixture being heated to 90° C. This temperature was maintained for 1 hour. Starting materials: ClCCl, CC(C)(C#N)c1cc(C(O)c2cccnc2)cc(C(C)(C)C#N)c1, O=S(Cl)Cl. The product is CC(C)(C#N)c1cc(Cc2cccnc2)cc(C(C)(C)C#N)c1. RXN SMILES: [Cl:25][CH2:26][Cl:27].[OH:1][CH:2]([c:3]1[cH:4][n:5][cH:6][cH:7][cH:8]1)[c:9]1[cH:10][c:11]([C:20]([C:21]#[N:22])([CH3:23])[CH3:24])[cH:12][c:13]([C:15]([C:16]#[N:17])([CH3:18])[CH3:19])[cH:14]1.[S:28]([Cl:29])([Cl:30])=[O:31]>>[CH2:2]([c:3]1[cH:4][n:5][cH:6][cH:7][cH:8]1)[c:9]1[cH:10][c:11]([C:20]([C:21]#[N:22])([CH3:23])[CH3:24])[cH:12][c:13]([C:15]([C:16]#[N:17])([CH3:18])[CH3:19])[cH:14]1. The reactants are C1CCOC1, CCO, NN, N#Cc1ccc2[nH]c3c(c2c1)CC(N1C(=O)c2ccccc2C1=O)C3, O. Product: N#Cc1ccc2[nH]c3c(c2c1)CC(N)C3. RXN SMILES: [CH2:1]1[O:2][CH2:3][CH2:4][CH2:5]1.[CH3:34][CH2:35][OH:36].[NH2:32][NH2:33].[O:6]=[C:7]1[N:8]([CH:17]2[CH2:18][c:19]3[c:20]([nH:21][c:22]4[cH:23][cH:24][c:25]([C:28]#[N:29])[cH:26][c:27]34)[CH2:30]2)[C:15](=[O:16])[c:10]2[c:9]1[cH:14][cH:13][cH:12][cH:11]2.[OH2:31]>>[NH2:8][CH:17]1[CH2:18][c:19]2[c:20]([nH:21][c:22]3[cH:23][cH:24][c:25]([C:28]#[N:29])[cH:26][c:27]23)[CH2:30]1.